Dataset: the Open Reaction Database (ORD), a public repository of structured organic reaction records. Task: describe an organic reaction: reactants, conditions, products, and yield Reactants: 2-bromo(5-hydroxymethyl)pyridine, CC1=CC=CC(N1)=O (6-methylpyridone), C(=O)([O-])[O-].[K+].[K+] (K2CO3). Reagents/catalysts: [Cu] (Copper). Run at time 8 hour. The product is OCC=1C=CC(=NC1)N1C(C=CC=C1C)=O (5'-Hydroxymethyl-6-methyl-[1,2']bipyridinyl-2-one). As a reaction SMILES: [CH3:1][C:2]1[NH:7][C:6](=[O:8])[CH:5]=[CH:4][CH:3]=1.[C:9]([O-:12])([O-])=O.[K+].[K+]>[Cu]>[OH:12][CH2:9][C:3]1[CH:4]=[CH:5][C:6]([N:7]2[C:2]([CH3:1])=[CH:3][CH:4]=[CH:5][C:6]2=[O:8])=[N:7][CH:2]=1 |f:1.2.3|. Procedure: 2-bromo(5-hydroxymethyl)pyridine (3.00 g, 15.95 mmol), 6-methylpyridone (2.08 g, 19.14 mmol), Copper (2.64, 19.14 mmol) and K2CO3 (0.635 g, 10.0 mmol) were heated at 140° C. for 3 hrs. Added CHC13 to reaction when still warm and let stirred overnight. Filterred the mixture through a frit, concentrated in vacuo and the residue was chromatographed (silica gel, 0-4% MeOH-EtOAc solution). Obtained the title compound as a brown oil.